Dataset: the Open Reaction Database (ORD), a public repository of structured organic reaction records. Task: describe an organic reaction: reactants, conditions, products, and yield The reactants are C(C1=CC=CC=C1)C1=NOC(=N1)C1=CC(=C(C=C1)NC(C(F)(F)F)=O)Br (4-(3-Benzyl-1,2,4-oxadiazol-5-yl)-2-bromo-1-trifluoroacetylaminobenzene), C(C1=CC=CC=C1)OC(=O)N1[C@H](CCC1)C=CCO ((R)-1-(N-benzyloxycarbonylpyrrolidin-2-yl)-3-hydroxypropene). Yields the product C(C1=CC=CC=C1)OC(=O)N1[C@H](CCC1)C=CCN(C(C(F)(F)F)=O)C1=C(C=C(C=C1)C1=NC(=NO1)CC1=CC=CC=C1)Br ((R)-1-(N-Benzyloxycarbonylpyrrolidin-2-yl)-3-(N-(2-bromo-4-(3-benzyl-1,2,4-oxadiazol-5-yl)phenyl)-N-trifluoroacetylamino)propene). Isolated yield 88.0%. Reaction SMILES: [CH2:1]([C:8]1[N:12]=[C:11]([C:13]2[CH:18]=[CH:17][C:16]([NH:19][C:20](=[O:25])[C:21]([F:24])([F:23])[F:22])=[C:15]([Br:26])[CH:14]=2)[O:10][N:9]=1)[C:2]1[CH:7]=[CH:6][CH:5]=[CH:4][CH:3]=1.[CH2:27]([O:34][C:35]([N:37]1[CH2:41][CH2:40][CH2:39][C@@H:38]1[CH:42]=[CH:43][CH2:44]O)=[O:36])[C:28]1[CH:33]=[CH:32][CH:31]=[CH:30][CH:29]=1>>[CH2:27]([O:34][C:35]([N:37]1[CH2:41][CH2:40][CH2:39][C@@H:38]1[CH:42]=[CH:43][CH2:44][N:19]([C:16]1[CH:17]=[CH:18][C:13]([C:11]2[O:10][N:9]=[C:8]([CH2:1][C:2]3[CH:3]=[CH:4][CH:5]=[CH:6][CH:7]=3)[N:12]=2)=[CH:14][C:15]=1[Br:26])[C:20](=[O:25])[C:21]([F:22])([F:23])[F:24])=[O:36])[C:28]1[CH:29]=[CH:30][CH:31]=[CH:32][CH:33]=1. Reported procedure: 4-(3-Benzyl-1,2,4-oxadiazol-5-yl)-2-bromo-1-trifluoroacetylaminobenzene and (R)-1-(N-benzyloxycarbonylpyrrolidin-2-yl)-3-hydroxypropene were used. Chromatography using elution with 5% either in methylene chloride afforded the title compound (88%) as a thick yellow oil: R1 =0.32 (CHCl3); LRMS (m/z, relative intensity) 669 (M+, 25). The reactants are ON=C(C(=O)C)C=1C=NC=CC1 (1-hydroxyimino-1-(3-pyridyl)acetone), O.N (ammonia water), C(C)O (ethanol), COC=1C=C(C=O)C=CC1OC (3,4-dimethoxybenzaldehyde), O.N (ammonia water). Solvent: O1CCOCC1 (dioxane), O (water). Run at temperature 60 celsius, time 2 hour. The product is ON1C(=NC(=C1C=1C=NC=CC1)C)C1=CC(=C(C=C1)OC)OC (1-hydroxy-2-(3,4-dimethoxyphenyl)-4-methyl-5-(3-pyridyl)imidazole). RXN SMILES: [OH:1][N:2]=[C:3]([C:7]1[CH:8]=[N:9][CH:10]=[CH:11][CH:12]=1)[C:4]([CH3:6])=O.C(O)C.[CH3:16][O:17][C:18]1[CH:19]=[C:20]([CH:23]=[CH:24][C:25]=1[O:26][CH3:27])[CH:21]=O.O.[NH3:29]>O1CCOCC1.O>[OH:1][N:2]1[C:3]([C:7]2[CH:8]=[N:9][CH:10]=[CH:11][CH:12]=2)=[C:4]([CH3:6])[N:29]=[C:21]1[C:20]1[CH:23]=[CH:24][C:25]([O:26][CH3:27])=[C:18]([O:17][CH3:16])[CH:19]=1 |f:3.4|. Procedure details: To a suspension of 1-hydroxyimino-1-(3-pyridyl)acetone (1.64 g) in a mixture of dioxane (30 ml), ethanol (10 ml), and water (5 ml) were added 3,4-dimethoxybenzaldehyde (1.66 g) and conc. ammonia water (0.69 ml). The solution was stirred at 60° C. for 2 hours. Additional ammonia water (0.7 ml) was added thereto, and the solution was stirred at 45° to 50° C. for 1 day. The mixture was evaporated, and the residue was dissolved in chloroform, and subjected to column chromatography on silicagel eluti... The reactants are C(CCC)C1=NC2=C(N1CC1=CC=C(C=C1)C=1C(=CC=CC1)C(=O)OC(C)(C)C)C(=CC=C2C)OCC2=CC=CC=C2 (tert.butyl 4'-[(2-n-butyl-4-methyl-7-benzyloxy-benzimidazol-1-yl)-methyl]biphenyl-2-carboxylate), [H][H] (hydrogen). The reagents and catalysts are [OH-].[OH-].[Pd+2] (palladium hydroxide on carbon). Run in CO (methanol). Product: C(CCC)C1=NC2=C(N1CC1=CC=C(C=C1)C=1C(=CC=CC1)C(=O)OC(C)(C)C)C(=CC=C2C)O (Tert.butyl 4'-[(2-n-butyl-4-methyl-7-hydroxy-benzimidazol-1-yl)-methyl]biphenyl-2-carboxylate). Reaction SMILES: [CH2:1]([C:5]1[N:9]([CH2:10][C:11]2[CH:16]=[CH:15][C:14]([C:17]3[C:18]([C:23]([O:25][C:26]([CH3:29])([CH3:28])[CH3:27])=[O:24])=[CH:19][CH:20]=[CH:21][CH:22]=3)=[CH:13][CH:12]=2)[C:8]2[C:30]([O:35]CC3C=CC=CC=3)=[CH:31][CH:32]=[C:33]([CH3:34])[C:7]=2[N:6]=1)[CH2:2][CH2:3][CH3:4].[H][H]>CO.[OH-].[OH-].[Pd+2]>[CH2:1]([C:5]1[N:9]([CH2:10][C:11]2[CH:12]=[CH:13][C:14]([C:17]3[C:18]([C:23]([O:25][C:26]([CH3:29])([CH3:27])[CH3:28])=[O:24])=[CH:19][CH:20]=[CH:21][CH:22]=3)=[CH:15][CH:16]=2)[C:8]2[C:30]([OH:35])=[CH:31][CH:32]=[C:33]([CH3:34])[C:7]=2[N:6]=1)[CH2:2][CH2:3][CH3:4] |f:3.4.5|. Procedure details: Prepared in analogous manner to Example 57 from tert.butyl 4'-[(2-n-butyl-4-methyl-7-benzyloxy-benzimidazol-1-yl)-methyl]biphenyl-2-carboxylate and hydrogen in the presence of palladium hydroxide on carbon in methanol. The reactants are CC1CCCN1CCc1nnc2cc(Br)ccc2c1O, N#Cc1ccc(B(O)O)cc1, O=C([O-])[O-], CC(C)O, [Na+], [Na+], Cl[Pd]Cl, c1ccc(P(c2ccccc2)c2ccccc2)cc1, c1ccc(P(c2ccccc2)c2ccccc2)cc1. Product: CC1CCCN1CCc1nnc2cc(-c3ccc(C#N)cc3)ccc2c1O. Reaction SMILES: [Br:1][c:2]1[cH:3][cH:4][c:5]2[c:6]([OH:20])[c:7]([CH2:12][CH2:13][N:14]3[CH:15]([CH3:19])[CH2:16][CH2:17][CH2:18]3)[n:8][n:9][c:10]2[cH:11]1.[C:21](#[N:22])[c:23]1[cH:24][cH:25][c:26]([B:29]([OH:30])[OH:31])[cH:27][cH:28]1.[C:32](=[O:33])([O-:34])[O-:35].[CH:38]([OH:39])([CH3:40])[CH3:41].[Na+:36].[Na+:37].[Pd:42]([Cl:43])[Cl:44].[c:45]1([P:46]([c:47]2[cH:48][cH:49][cH:50][cH:51][cH:52]2)[c:53]2[cH:54][cH:55][cH:56][cH:57][cH:58]2)[cH:59][cH:60][cH:61][cH:62][cH:63]1.[c:64]1([P:65]([c:66]2[cH:67][cH:68][cH:69][cH:70][cH:71]2)[c:72]2[cH:73][cH:74][cH:75][cH:76][cH:77]2)[cH:78][cH:79][cH:80][cH:81][cH:82]1>>[c:2]1(-[c:26]2[cH:25][cH:24][c:23]([C:21]#[N:22])[cH:28][cH:27]2)[cH:3][cH:4][c:5]2[c:6]([OH:20])[c:7]([CH2:12][CH2:13][N:14]3[CH:15]([CH3:19])[CH2:16][CH2:17][CH2:18]3)[n:8][n:9][c:10]2[cH:11]1.